Dataset: the Open Reaction Database (ORD), a public repository of structured organic reaction records. Task: describe an organic reaction: reactants, conditions, products, and yield Reactants: CN1CCCC1=O, CC12CC(F)C3c4ccc(O)cc4CC(CCCCCI)C3C1CCC2=O, CNCC=C(F)C(F)(F)C(F)(F)F. Yields the product CN(CC=C(F)C(F)(F)C(F)(F)F)CCCCCC1Cc2cc(O)ccc2C2C(F)CC3(C)C(=O)CCC3C12. Reaction SMILES: [CH3:41][N:42]1[CH2:43][CH2:44][CH2:45][C:46]1=[O:47].[F:1][CH:2]1[CH:3]2[c:4]3[cH:5][cH:6][c:7]([OH:27])[cH:8][c:9]3[CH2:10][CH:11]([CH2:21][CH2:22][CH2:23][CH2:24][CH2:25][I:26])[CH:12]2[CH:13]2[CH2:14][CH2:15][C:16](=[O:20])[C:17]2([CH3:18])[CH2:19]1.[F:28][C:29](=[CH:30][CH2:31][NH:32][CH3:33])[C:34]([C:35]([F:36])([F:37])[F:38])([F:39])[F:40]>>[F:1][CH:2]1[CH:3]2[c:4]3[cH:5][cH:6][c:7]([OH:27])[cH:8][c:9]3[CH2:10][CH:11]([CH2:21][CH2:22][CH2:23][CH2:24][CH2:25][N:32]([CH2:31][CH:30]=[C:29]([F:28])[C:34]([C:35]([F:36])([F:37])[F:38])([F:39])[F:40])[CH3:33])[CH:12]2[CH:13]2[CH2:14][CH2:15][C:16](=[O:20])[C:17]2([CH3:18])[CH2:19]1. Reactants: CO, Cl, O=C(O)c1ccc2cc(O)ccc2c1. The product is COC(=O)c1ccc2cc(O)ccc2c1. RXN SMILES: [CH3:16][OH:17].[ClH:15].[OH:1][c:2]1[cH:3][c:4]2[cH:5][cH:6][c:7]([C:12](=[O:13])[OH:14])[cH:8][c:9]2[cH:10][cH:11]1>>[OH:1][c:2]1[cH:3][c:4]2[cH:5][cH:6][c:7]([C:12]([O:13][CH3:16])=[O:14])[cH:8][c:9]2[cH:10][cH:11]1. Reactants: CC(C)(C)C(=O)Nc1cccc2ccc(OC(=O)C(C)(C)C)cc12 (substrate), CC[Si](CC)(CC)B1OC(C)(C)C(C)(C)O1 (effective_coupling_partner). Reagents/catalysts: PCy3. Conditions: temperature 50 celsius, time 8.5 hour. The product is CC[Si](CC)(CC)c2ccc1cccc(NOC(=O)C(C)(C)C)c1c2. Reactants: COc1cc2c(Oc3ccc4c(c3)OCCN4)ccnc2cc1OCc1ccccc1, CCO, [Pd]. Product: COc1cc2c(Oc3ccc4c(c3)OCCN4)ccnc2cc1O. RXN SMILES: [CH2:1]([c:2]1[cH:3][cH:4][cH:5][cH:6][cH:7]1)[O:8][c:9]1[c:10]([O:30][CH3:31])[cH:11][c:12]2[c:13]([O:19][c:20]3[cH:21][cH:22][c:23]4[c:24]([cH:29]3)[O:25][CH2:26][CH2:27][NH:28]4)[cH:14][cH:15][n:16][c:17]2[cH:18]1.[CH3:32][CH2:33][OH:34].[Pd:35]>>[OH:8][c:9]1[c:10]([O:30][CH3:31])[cH:11][c:12]2[c:13]([O:19][c:20]3[cH:21][cH:22][c:23]4[c:24]([cH:29]3)[O:25][CH2:26][CH2:27][NH:28]4)[cH:14][cH:15][n:16][c:17]2[cH:18]1. The reactants are CN1C(=NC2=C1C=CC=C2)CC2=CC=C(C=C2)C=2OCC(N2)C(=O)OC (methyl {2-{4-[(1-methyl-1H-benzimidazol-2-yl)methyl]-phenyl}-4,5-dihydro-1,3-oxazol-4-yl}carboxylate), BrC(Cl)(Cl)Cl (bromotrichloromethane), C1CCC2=NCCCN2CC1 (DBU). The solvent is C(Cl)Cl (CH2Cl2). Conditions: time 8 hour. Yields the product CN1C(=NC2=C1C=CC=C2)CC2=CC=C(C=C2)C=2OC=C(N2)C(=O)OC (Methyl {2-[4-[(1-methyl-1H-benzimidazol-2-yl)methyl]phenyl}-1,3-oxazol-4-yl]carboxylate). Yield: 15.0%. As a reaction SMILES: [CH3:1][N:2]1[C:6]2[CH:7]=[CH:8][CH:9]=[CH:10][C:5]=2[N:4]=[C:3]1[CH2:11][C:12]1[CH:17]=[CH:16][C:15]([C:18]2[O:19][CH2:20][CH:21]([C:23]([O:25][CH3:26])=[O:24])[N:22]=2)=[CH:14][CH:13]=1.BrC(Cl)(Cl)Cl.C1CCN2C(=NCCC2)CC1>C(Cl)Cl>[CH3:1][N:2]1[C:6]2[CH:7]=[CH:8][CH:9]=[CH:10][C:5]=2[N:4]=[C:3]1[CH2:11][C:12]1[CH:13]=[CH:14][C:15]([C:18]2[O:19][CH:20]=[C:21]([C:23]([O:25][CH3:26])=[O:24])[N:22]=2)=[CH:16][CH:17]=1. Procedure: A stirred solution of methyl {2-{4-[(1-methyl-1H-benzimidazol-2-yl)methyl]-phenyl}-4,5-dihydro-1,3-oxazol-4-yl}carboxylate (1.5 g, 5 mmol) in CH2Cl2 was treated with bromotrichloromethane (1.22 g, 6 mmol) and DBU (0.70 g, 4.6 mol), stirred at room temperature overnight and concentrated in vacuo. The resultant residue was purified by column chromatography (silica, CHCl3:MeOH 1%) to give the title compound in 15% yield, identified by NMR and mass spectral analyses. 1H NMR (400 MHz, CDCl3): 8.2 (s,... Starting materials: NCCC1=CC=C(C=C1)S(=O)(=O)N (4-(2-aminoethyl)benzene sulfonamide), C1(CCC(=O)O1)=O (succinic anhydride). Solvent: O1CCOCC1 (dioxane). The product is O=C(CCC(=O)O)NCCC1=CC=C(C=C1)S(N)(=O)=O (4-oxo-4-(4-sulfamoylphenethylamino)butanoic Acid). Isolated yield 92000.0%. Reaction SMILES: [NH2:1][CH2:2][CH2:3][C:4]1[CH:9]=[CH:8][C:7]([S:10]([NH2:13])(=[O:12])=[O:11])=[CH:6][CH:5]=1.[C:14]1(=[O:20])[O:19][C:17](=[O:18])[CH2:16][CH2:15]1>O1CCOCC1>[O:20]=[C:14]([NH:1][CH2:2][CH2:3][C:4]1[CH:5]=[CH:6][C:7]([S:10](=[O:11])(=[O:12])[NH2:13])=[CH:8][CH:9]=1)[CH2:15][CH2:16][C:17]([OH:19])=[O:18]. Procedure details: 4-(2-aminoethyl)benzene sulfonamide (1 g, 5.0 mmol) and succinic anhydride (500 mg, 5.0 mmol) were combined in a round bottom flask containing dioxane (100 mL) and the slurry was heated to a reflux overnight. The white solid was filtered and washed with cold dioxane to yield the desired product (1.4 g, 4.6 mol, 92%) as a white solid. 1H NMR (400 MHz, DMSO-d6) δ 8.00 (s, 1H), 7.71 (d, J=8.1 Hz, 2H), 7.36 (d, J=8.1 Hz, 2H), 7.38 (s, 1H), 3.26 (m, 2H), 2.75 (t, J=7.1 Hz, 2H), 2.5 (m, 2H), 2.3 (t, J... Starting materials: CCCCN, CCN=C=NCCCN(C)C, COc1cccc(C(=O)O)c1OC, CN(C)c1ccncc1, Cl. Product: CCCCNC(=O)c1cccc(OC)c1OC. Reaction SMILES: [CH2:14]([CH2:15][CH2:16][CH3:17])[NH2:18].[CH2:20]([N:21]=[C:22]=[N:23][CH2:24][CH2:25][CH2:26][N:27]([CH3:28])[CH3:29])[CH3:30].[CH3:1][O:2][c:3]1[c:4]([C:5](=[O:6])[OH:7])[cH:8][cH:9][cH:10][c:11]1[O:12][CH3:13].[CH3:31][N:32]([c:33]1[cH:34][cH:35][n:36][cH:37][cH:38]1)[CH3:39].[ClH:19]>>[CH3:1][O:2][c:3]1[c:4]([C:5](=[O:7])[NH:18][CH2:14][CH2:15][CH2:16][CH3:17])[cH:8][cH:9][cH:10][c:11]1[O:12][CH3:13].